This data is from the Open Reaction Database (ORD), a public repository of structured organic reaction records. The task is: describe an organic reaction: reactants, conditions, products, and yield Reaction SMILES: [F:17][C:18]([CH2:19][I:20])([F:21])[F:22].[c:1]1([P:7]([O:8][CH2:9][CH3:10])[c:11]2[cH:12][cH:13][cH:14][cH:15][cH:16]2)[cH:2][cH:3][cH:4][cH:5][cH:6]1>>[c:1]1([P:7](=[O:8])([c:11]2[cH:12][cH:13][cH:14][cH:15][cH:16]2)[CH2:19][C:18]([F:17])([F:21])[F:22])[cH:2][cH:3][cH:4][cH:5][cH:6]1. The product is O=P(CC(F)(F)F)(c1ccccc1)c1ccccc1. The reactants are FC(F)(F)CI, CCOP(c1ccccc1)c1ccccc1. Reactants: ClC=1C2=C(N=CN1)NC=C2 (4-Chloro-7H-pyrrolo[2,3-d]pyrimidine), [H-].[Na+] (sodium hydride), C1CCOC1 (THF), O (water), C=1(C(=CC=CC1)S(=O)(=O)Cl)C (toluene sulphonyl chloride). Run at time 30 minute. Product: ClC=1C2=C(N=CN1)N(C=C2)S(=O)(=O)C2=CC=C(C=C2)C (4-Chloro-7-(toluene-4-sulfonyl)-7H-pyrrolo[2,3-d]pyrimidine). RXN SMILES: [Cl:1][C:2]1[C:3]2[CH:10]=[CH:9][NH:8][C:4]=2[N:5]=[CH:6][N:7]=1.[H-].[Na+].[C:13]1(C)[C:14]([S:19](Cl)(=[O:21])=[O:20])=[CH:15][CH:16]=[CH:17][CH:18]=1.O.[CH2:25]1COCC1>>[Cl:1][C:2]1[C:3]2[CH:10]=[CH:9][N:8]([S:19]([C:14]3[CH:13]=[CH:18][C:17]([CH3:25])=[CH:16][CH:15]=3)(=[O:20])=[O:21])[C:4]=2[N:5]=[CH:6][N:7]=1 |f:1.2|. Reported procedure: To a solution of [10 g, 65.1 mmol] of 4-Chloro-7H-pyrrolo[2,3-d]pyrimidine in 250 mL of dry THF was cautiously added portionwise over 5 minutes time [2.86 g, 71.6 mmol] sodium hydride (60% oil dispersion). Reaction was then allowed to stir for 30 minutes at ambient temperature under a blanket of nitrogen gas. [12.96 g, 68.0 mmol] of solid toluene sulphonyl chloride was then added, in one portion and the reaction mixture was allowed to stir for one hour additional at ambient temperature. Ten mL o... The reactants are C(CC#C)N1N=CC(=C1)C1=CC=C(C=C1)F (1-but-3-ynyl-4-(4-fluoro-phenyl)-1H-pyrazole), N1=CC=CC=C1 (pyridine). Product: FC1=CC=C(C=C1)C=1C=NN(C1)CCC#CC1=NC=CC=C1 (2-(4-(4-(4-Fluorophenyl)-1H-pyrazol-1-yl)but-1-ynyl)pyridine). Reaction SMILES: [CH2:1]([N:5]1[CH:9]=[C:8]([C:10]2[CH:15]=[CH:14][C:13]([F:16])=[CH:12][CH:11]=2)[CH:7]=[N:6]1)[CH2:2][C:3]#[CH:4].[N:17]1[CH:22]=[CH:21][CH:20]=[CH:19][CH:18]=1>>[F:16][C:13]1[CH:12]=[CH:11][C:10]([C:8]2[CH:7]=[N:6][N:5]([CH2:1][CH2:2][C:3]#[C:4][C:18]3[CH:19]=[CH:20][CH:21]=[CH:22][N:17]=3)[CH:9]=2)=[CH:15][CH:14]=1. Procedure: The title compound was prepared in accordance with the general method of Example 1, from 50 mg (0.23 mmol) of 1-but-3-ynyl-4-(4-fluoro-phenyl)-1H-pyrazole. Reaction time: 13 hours. The crude residue was purified by flash chromatography (DCM/MeOH 98:2) and SCX column (DCM, DCM/MeOH 95:5, DCM/MeOH/NH4OH 94:5:1) to yield 2 mg (7 mmol, 3%) of 244-(4-(4-fluorophenyl)-1H-pyrazol-1-yl)but-1-ynyl)pyridine as a yellow solid. Reactants: [BH4-], CCO, CC(C(=O)c1ccc(O[Si](C(C)C)(C(C)C)C(C)C)cc1)N1CCC(O)(c2cc(Br)cc(Br)c2)CC1, [Na+]. Product: CC(C(O)c1ccc(O[Si](C(C)C)(C(C)C)C(C)C)cc1)N1CCC(O)(c2cc(Br)cc(Br)c2)CC1. RXN SMILES: [BH4-:1].[CH3:39][CH2:40][OH:41].[CH:3]([CH3:4])([CH3:5])[Si:6]([O:7][c:8]1[cH:9][cH:10][c:11]([C:14]([CH:15]([CH3:16])[N:17]2[CH2:18][CH2:19][C:20]([OH:23])([c:24]3[cH:25][c:26]([Br:31])[cH:27][c:28]([Br:30])[cH:29]3)[CH2:21][CH2:22]2)=[O:32])[cH:12][cH:13]1)([CH:33]([CH3:34])[CH3:35])[CH:36]([CH3:37])[CH3:38].[Na+:2]>>[CH:3]([CH3:4])([CH3:5])[Si:6]([O:7][c:8]1[cH:9][cH:10][c:11]([CH:14]([CH:15]([CH3:16])[N:17]2[CH2:18][CH2:19][C:20]([OH:23])([c:24]3[cH:25][c:26]([Br:31])[cH:27][c:28]([Br:30])[cH:29]3)[CH2:21][CH2:22]2)[OH:32])[cH:12][cH:13]1)([CH:33]([CH3:34])[CH3:35])[CH:36]([CH3:37])[CH3:38]. The reactants are C(CCC)C=1OC2=C(C1)C=CC=C2 (2-n-Butylbezofuran), ClC1=C(C(=O)Cl)C=CC(=C1)OC (2-chloro-4-methoxybenzoic acid chloride), stannic chloride. Yields the product C(CCC)C=1OC2=C(C1C(C1=C(C=C(C=C1)OC)Cl)=O)C=CC=C2 (2-n-butyl-3-(2'-chloro-4'-methoxybenzoyl)benzofuran). RXN SMILES: [CH2:1]([C:5]1[O:6][C:7]2[CH:13]=[CH:12][CH:11]=[CH:10][C:8]=2[CH:9]=1)[CH2:2][CH2:3][CH3:4].[Cl:14][C:15]1[CH:23]=[C:22]([O:24][CH3:25])[CH:21]=[CH:20][C:16]=1[C:17](Cl)=[O:18]>>[CH2:1]([C:5]1[O:6][C:7]2[CH:13]=[CH:12][CH:11]=[CH:10][C:8]=2[C:9]=1[C:17](=[O:18])[C:16]1[CH:20]=[CH:21][C:22]([O:24][CH3:25])=[CH:23][C:15]=1[Cl:14])[CH2:2][CH2:3][CH3:4]. Procedure details: 2-n-Butylbezofuran (5.7 g., 0.033 mol.) was acylated with 6.7 g. (0.033 mol.) of 2-chloro-4-methoxybenzoic acid chloride in the presence of 18 g. (0.07 mol.) of stannic chloride as described in the procedure of Example 10 to give 2-n-butyl-3-(2'-chloro-4'-methoxybenzoyl)benzofuran. The subsequent demethylation, epoxy compound formation and ring opening of the epoxide to give the title compound were carried out as previously described in Examples 9 and 7. Starting materials: C(C)(C)N(C(C)C)CC (N,N-Diisopropylethylamine), C1=CC=C(C=C1)CCN (2-phenethylamine), NC(=O)NC=1NC2=CC(=CC=C2C1C(N)=O)C(=O)O (2-aminocarbonylamino-3-carbamoylindole-6-carboxylic acid), NC(=O)NC=1NC2=CC(=CC=C2C1C(N)=O)C(=O)O (2-aminocarbonylamino-3-carbamoylindole-6-carboxylic acid), O-(7-azabenzotriazol-1-yl)-N,N,N′,N-tetramethyluronium hexafluorophosphate. Solvent: CN(C=O)C (N,N-dimethylformamide). Run at time 2.5 hour. Product: NC(=O)NC=1NC2=CC(=CC=C2C1C(=O)N)C(=O)NCCC1=CC=CC=C1 (2-Aminocarbonylamino-6-(2-phenylethylaminocarbonyl)indole-3-carboxamide), solid. Isolated yield 77.0%. As a reaction SMILES: C(N(CC)C(C)C)(C)C.[CH:10]1[CH:15]=[CH:14][C:13]([CH2:16][CH2:17][NH2:18])=[CH:12][CH:11]=1.[NH2:19][C:20]([NH:22][C:23]1[NH:24][C:25]2[C:30]([C:31]=1[C:32](=[O:34])[NH2:33])=[CH:29][CH:28]=[C:27]([C:35]([OH:37])=O)[CH:26]=2)=[O:21]>CN(C)C=O>[NH2:19][C:20]([NH:22][C:23]1[NH:24][C:25]2[C:30]([C:31]=1[C:32]([NH2:33])=[O:34])=[CH:29][CH:28]=[C:27]([C:35]([NH:18][CH2:17][CH2:16][C:13]1[CH:14]=[CH:15][CH:10]=[CH:11][CH:12]=1)=[O:37])[CH:26]=2)=[O:21]. Procedure details: N,N-Diisopropylethylamine (0.20 mL, 1.14 mmol) and 2-phenethylamine (48 μL, 0.38 mmol) were added to a solution of 2-aminocarbonylamino-3-carbamoylindole-6-carboxylic acid (Compound 18-1, 0.10 g, 0.38 mmol) and O-(7-azabenzotriazol-1-yl)-N,N,N′,N-tetramethyluronium hexafluorophosphate g, 0.38 mmol) in anhydrous N,N-dimethylformamide (4 mL), and the mixture was stirred at room temperature for 2.5 hours. After the reaction mixture was concentrated under reduced pressure, the precipitated solid was... Starting materials: CCN=C=NCCCN(C)C, COC(=O)c1cc(C(=O)O)cc(-c2cc(Cl)sc2Cl)c1, CN(C)CCN, ClCCl, On1nnc2ccccc21. Product: COC(=O)c1cc(C(=O)NCCN(C)C)cc(-c2cc(Cl)sc2Cl)c1. As a reaction SMILES: [CH2:37]([N:38]=[C:39]=[N:40][CH2:41][CH2:42][CH2:43][N:44]([CH3:45])[CH3:46])[CH3:47].[CH3:1][O:2][C:3](=[O:4])[c:5]1[cH:6][c:7]([C:8](=[O:9])[OH:10])[cH:11][c:12](-[c:14]2[c:15]([Cl:20])[s:16][c:17]([Cl:19])[cH:18]2)[cH:13]1.[CH3:21][N:22]([CH2:23][CH2:24][NH2:25])[CH3:26].[Cl:48][CH2:49][Cl:50].[OH:27][n:28]1[c:29]2[cH:30][cH:31][cH:32][cH:33][c:34]2[n:35][n:36]1>>[CH3:1][O:2][C:3](=[O:4])[c:5]1[cH:6][c:7]([C:8](=[O:10])[NH:25][CH2:24][CH2:23][N:22]([CH3:21])[CH3:26])[cH:11][c:12](-[c:14]2[c:15]([Cl:20])[s:16][c:17]([Cl:19])[cH:18]2)[cH:13]1. Reactants: C1(CC1)C1=NC(=NO1)C=1N=CN2C1CNC1=CC=CC=C21 (3-(5-cyclopropyl-1,2,4-oxadiazol-3-yl)-4,5-dihydroimidazo[1,5-a]quinoxaline), C(C)(C)N(CC)C(C)C (diisopropylethylamine), ClC1=C(C(=O)Cl)C=CC=C1 (2-chlorobenzoyl chloride), CC1=C(C(=NC=C1)N)C (dimethyl-aminopyridine). Solvent: C1CCOC1 (THF). Conditions: time 1.5 hour. Product: ClC1=C(C(=O)N2CC=3N(C4=CC=CC=C24)C=NC3C3=NOC(=N3)C3CC3)C=CC=C1 (5-[(2-Chloro)benzoyl]-3-(5-cyclopropyl-1,2,4-oxadiazol-3-yl)-4,5-dihydroimidazo[1,5-a]quinoxaline). Reaction SMILES: [CH:1]1([C:4]2[O:8][N:7]=[C:6]([C:9]3[N:10]=[CH:11][N:12]4[C:21]5[C:16](=[CH:17][CH:18]=[CH:19][CH:20]=5)[NH:15][CH2:14][C:13]=34)[N:5]=2)[CH2:3][CH2:2]1.[Cl:22][C:23]1[CH:31]=[CH:30][CH:29]=[CH:28][C:24]=1[C:25](Cl)=[O:26].CC1C=CN=C(N)C=1C.C(N(C(C)C)CC)(C)C>C1COCC1>[Cl:22][C:23]1[CH:31]=[CH:30][CH:29]=[CH:28][C:24]=1[C:25]([N:15]1[C:16]2[C:21](=[CH:20][CH:19]=[CH:18][CH:17]=2)[N:12]2[CH:11]=[N:10][C:9]([C:6]3[N:5]=[C:4]([CH:1]4[CH2:3][CH2:2]4)[O:8][N:7]=3)=[C:13]2[CH2:14]1)=[O:26]. Procedure: A slurry consisting of 3-(5-cyclopropyl-1,2,4-oxadiazol-3-yl)-4,5-dihydroimidazo[1,5-a]quinoxaline (XXXlII, EXAMPLE 88, 0.492 g), 2-chlorobenzoyl chloride (0.268 ml), dimethyl-aminopyridine (0.0538 g), diisopropylethylamine (0.368 g), and THF (9 ml) is stirred at 20°-25° for 1.5 hr. The mixture is then partitioned between ethyl acetate, aqueous sodium bicarbonate, and saline. The product is poorly soluble in both the organic and aqueous phases, filtration of the extraction solvents gives additio...